This data is from the Open Reaction Database (ORD), a public repository of structured organic reaction records. The task is: describe an organic reaction: reactants, conditions, products, and yield Reactants: BrC=1C=C2C(=NC1)C=CN2OC(C)C2=C(C(=CC=C2Cl)F)Cl (6-bromo-1-[1-(2,6-dichloro-3-fluorophenyl)ethoxy]-1H-pyrrolo[3,2-b]pyridine), OCCNS(=O)(=O)C1=CC=C(C=C1)B(O)O ({4-[(2-hydroxyethyl)sulfamoyl]phenyl}boronic acid). Yields the product ClC1=C(C(=CC=C1F)Cl)C(C)ON1C=CC2=NC=C(C=C21)C2=CC=C(C=C2)S(=O)(=O)NCCO (4-{1-[1-(2,6-dichloro-3-fluorophenyl)ethoxy]-1H-pyrrolo[3,2-b]pyridin-6-yl}-N-(2-hydroxyethyl)benzenesulfonamide). RXN SMILES: Br[C:2]1[CH:3]=[C:4]2[N:10]([O:11][CH:12]([C:14]3[C:19]([Cl:20])=[CH:18][CH:17]=[C:16]([F:21])[C:15]=3[Cl:22])[CH3:13])[CH:9]=[CH:8][C:5]2=[N:6][CH:7]=1.[OH:23][CH2:24][CH2:25][NH:26][S:27]([C:30]1[CH:35]=[CH:34][C:33](B(O)O)=[CH:32][CH:31]=1)(=[O:29])=[O:28]>>[Cl:22][C:15]1[C:16]([F:21])=[CH:17][CH:18]=[C:19]([Cl:20])[C:14]=1[CH:12]([O:11][N:10]1[C:4]2[C:5](=[N:6][CH:7]=[C:2]([C:33]3[CH:34]=[CH:35][C:30]([S:27]([NH:26][CH2:25][CH2:24][OH:23])(=[O:29])=[O:28])=[CH:31][CH:32]=3)[CH:3]=2)[CH:8]=[CH:9]1)[CH3:13]. Procedure: The entitled compound was prepared from 6-bromo-1-[1-(2,6-dichloro-3-fluorophenyl)ethoxy]-1H-pyrrolo[3,2-b]pyridine and {4-[(2-hydroxyethyl)sulfamoyl]phenyl}boronic acid according to the procedure described in example 4. The reactants are Clc1ncc(Br)c(Cl)n1, C1CCOC1, CN. Product: CNc1nc(Cl)ncc1Br. Reaction SMILES: [Br:1][c:2]1[c:3]([Cl:9])[n:4][c:5]([Cl:8])[n:6][cH:7]1.[CH2:12]1[O:13][CH2:14][CH2:15][CH2:16]1.[CH3:10][NH2:11]>>[Br:1][c:2]1[c:3]([NH:11][CH3:10])[n:4][c:5]([Cl:8])[n:6][cH:7]1. Starting materials: C(C1=CC=CC=C1)ONC(CCCCCCCN1CC2=CC=CC=C2CC1)=O (8-(3,4-dihydro-1H-isoquinolin-2-yl)-octanoic acid benzyloxy-amide). The reagents and catalysts are [Pd] (palladium on barium sulfate). Solvent: CO (methanol). Product: ONC(CCCCCCCN1CC2=CC=CC=C2CC1)=O (8-(3,4-Dihydro-1H-isoquinolin-2-yl)-octanoic acid hydroxyamide). As a reaction SMILES: C([O:8][NH:9][C:10](=[O:28])[CH2:11][CH2:12][CH2:13][CH2:14][CH2:15][CH2:16][CH2:17][N:18]1[CH2:27][CH2:26][C:25]2[C:20](=[CH:21][CH:22]=[CH:23][CH:24]=2)[CH2:19]1)C1C=CC=CC=1>CO.[Pd]>[OH:8][NH:9][C:10](=[O:28])[CH2:11][CH2:12][CH2:13][CH2:14][CH2:15][CH2:16][CH2:17][N:18]1[CH2:27][CH2:26][C:25]2[C:20](=[CH:21][CH:22]=[CH:23][CH:24]=2)[CH2:19]1. Reported procedure: 200 mg (0.53 mmol) 8-(3,4-dihydro-1H-isoquinolin-2-yl)-octanoic acid benzyloxy-amide in 30 ml methanol was hydrogenated for 1 h in the presence of palladium on barium sulfate at ambient temperature and pressure. The catalyst was removed by filtration and the solvent was evaporated. There was thus obtained 150 mg (98%) 8-(3,4-dihydro-1H-isoquinolin-2-yl)-octanoic acid hydroxyamide as an amorphous solid. MS: 291 (M+H+). Starting materials: C([O-])([O-])=O.[K+].[K+] (Potassium carbonate), BrC(C)C (2-bromopropane), BrC=1C=C(C=O)C=CC1O (3-bromo-4-hydroxybenzaldehyde). Run in CN(C=O)C (N,N-dimethylformamide). Run at time 3 hour. Product: BrC=1C=C(C=O)C=CC1OC(C)C (3-Bromo-4-isopropoxybenzaldehyde). Reaction SMILES: C(=O)([O-])[O-].[K+].[K+].Br[CH:8]([CH3:10])[CH3:9].[Br:11][C:12]1[CH:13]=[C:14]([CH:17]=[CH:18][C:19]=1[OH:20])[CH:15]=[O:16]>CN(C)C=O>[Br:11][C:12]1[CH:13]=[C:14]([CH:17]=[CH:18][C:19]=1[O:20][CH:8]([CH3:10])[CH3:9])[CH:15]=[O:16] |f:0.1.2|. Procedure details: Potassium carbonate (10.28 g, 7.4 mmol) and 2-bromopropane (8.7 ml) were added to 3-bromo-4-hydroxybenzaldehyde (7.46 g, 3.7 mmol) in N,N-dimethylformamide (20 ml). The mixture was stirred at room temperature for 3 hours, then partitioned between ethyl acetate and water. The organic phase was washed with brine and dried (MgSO4) and the solvent was evaporated under reduced pressure. The residue was purified by flash column chromatography on silica gel, eluting with hexane/EtOAc (90:10 increasing ... Starting materials: solution, CCOC(=O)C1=CSC(=N1)[C@H]2CC(N(CO2)S(=O)C(C)(C)C)C(C)C ((+)-2-[(SS,1R,3R)-4-Isopropyl-3-(2-methyl-propane-2-sulfinyl)-[1,3]oxazinan-6-yl]-thiazole-4-carboxylic acid ethyl ester), Cl (HCl). The solvent is CC#N.CCO (MeCN EtOH). Run at time 3 hour. Yields the product C(C)OC(=O)C=1N=C(SC1)[C@@H](C[C@H](C(C)C)NC)O ((+)-(1R,3R)-2-(1-Hydroxy-4-methyl-3-methylamino-pentyl)-thiazole-4-carboxylic acid ethyl ester). Isolated yield 97.1%. As a reaction SMILES: [CH3:1][CH2:2][O:3][C:4]([C:6]1[N:10]=[C:9]([C@@H:11]2[O:16][CH2:15][N:14](S(C(C)(C)C)=O)[CH:13]([CH:23]([CH3:25])[CH3:24])[CH2:12]2)[S:8][CH:7]=1)=[O:5].Cl>CC#N.CCO>[CH2:2]([O:3][C:4]([C:6]1[N:10]=[C:9]([C@H:11]([OH:16])[CH2:12][C@@H:13]([NH:14][CH3:15])[CH:23]([CH3:25])[CH3:24])[S:8][CH:7]=1)=[O:5])[CH3:1] |f:2.3|. Procedure: To a 0.18 M solution of tetrahydrooxazine 33 (0.200 g, 0.514 mmol) in 9:1 MeCN/EtOH (2.9 mL) with MP-BH3CN (2.52 mmol/g, 0.204 g, 0.514 mmol) was added dropwise HCl (4.0 M in 1,4-dioxane, 0.515 mL, 2.06 mmol) with stirring. Stirring was continued for 3 h at rt, and then the solution was concentrated and purified by HPFC (95:5:1 to 90:10:1 CH2Cl2:EtOH:NH4OH). The product fractions were concentrated, diluted with EtOAc, and washed once with sat. NaHCO3 (aq) to remove excess ammonia salts. The aque...